Dataset: the Open Reaction Database (ORD), a public repository of structured organic reaction records. Task: describe an organic reaction: reactants, conditions, products, and yield Starting materials: C1(=CC=CC=C1)C1=NC2=C(NC3=C1C=CC=C3)N=CC=C2 (6-phenyl-11H-pyrido[2,3-b][1,4]benzodiazepine), COC(N(C)CCCCl)=O ((3-chloropropyl)methylcarbamic acid methyl ester). The product is COC(N(CCCN1C2=C(N=CC3=C1C=CC=C3)C=CC=N2)C)=O (N-Methyl-N-[3-(11H-pyrido[2,3-b][1,4]benzodiazepine-11-yl)propyl]carbamic acid methyl ester). Reaction SMILES: C1([C:7]2[C:13]3[CH:14]=[CH:15][CH:16]=[CH:17][C:12]=3[NH:11][C:10]3[N:18]=[CH:19][CH:20]=[CH:21][C:9]=3[N:8]=2)C=CC=CC=1.[CH3:22][O:23][C:24](=[O:31])[N:25]([CH2:27][CH2:28][CH2:29]Cl)[CH3:26]>>[CH3:22][O:23][C:24](=[O:31])[N:25]([CH3:26])[CH2:27][CH2:28][CH2:29][N:11]1[C:12]2[CH:17]=[CH:16][CH:15]=[CH:14][C:13]=2[CH:7]=[N:8][C:9]2[CH:21]=[CH:20][CH:19]=[N:18][C:10]1=2. Procedure details: The title compound is prepared by reacting 6-phenyl-11H-pyrido[2,3-b][1,4]benzodiazepine and (3-chloropropyl)methylcarbamic acid methyl ester. Reactants: ClC1=C(C=C(C=C1)NC1=C(C=O)C=CC=N1)[N+](=O)[O-] (2-(4-chloro-3-nitrophenylamino)nicotinaldehyde), N1=CC=C(C=C1)CCCCC(=O)OCC (ethyl 5-(pyridin-4-yl)pentanoate), [Li+].CC(C)[N-]C(C)C (LDA). Yields the product ClC1=C(C=C(C=C1)N1C(C(=CC2=CC=CN=C12)CCCC1=CC=NC=C1)=O)[N+](=O)[O-] (1-(4-chloro-3-nitrophenyl)-3-[3-(pyridin-4-yl)propyl]-1,8-naphthyridin-2(1H)-one). Yield: 34.0%. As a reaction SMILES: [Cl:1][C:2]1[CH:7]=[CH:6][C:5]([NH:8][C:9]2[N:16]=[CH:15][CH:14]=[CH:13][C:10]=2[CH:11]=O)=[CH:4][C:3]=1[N+:17]([O-:19])=[O:18].[N:20]1[CH:25]=[CH:24][C:23]([CH2:26][CH2:27][CH2:28][CH2:29][C:30](OCC)=[O:31])=[CH:22][CH:21]=1.[Li+].CC([N-]C(C)C)C>>[Cl:1][C:2]1[CH:7]=[CH:6][C:5]([N:8]2[C:9]3[C:10](=[CH:13][CH:14]=[CH:15][N:16]=3)[CH:11]=[C:29]([CH2:28][CH2:27][CH2:26][C:23]3[CH:22]=[CH:21][N:20]=[CH:25][CH:24]=3)[C:30]2=[O:31])=[CH:4][C:3]=1[N+:17]([O-:19])=[O:18] |f:2.3|. Procedure: The procedure of Example 1 was repeated using 2-(4-chloro-3-nitrophenylamino)nicotinaldehyde (1.0 eq.; prepared in Synthetic Example 1d)), ethyl 5-(pyridin-4-yl)pentanoate (1.5 eq.; prepared in Synthetic Example 2) and LDA (1.5 eq.) to obtain 1-(4-chloro-3-nitrophenyl)-3-[3-(pyridin-4-yl)propyl]-1,8-naphthyridin-2(1H)-one (yield 34%). The target product was purified through flash column chromatography and recrystallization, mp 136–137° C./DMF. Starting materials: CCCC[Sn](CCCC)(CCCC)c1ccccc1-c1nc(C(=O)NC)cc2ccccc12, FCCCBr, [H-], [Na+], CN(C)C=O. Yields the product CCCC[Sn](CCCC)(CCCC)c1ccccc1-c1nc(C(=O)N(C)CCCF)cc2ccccc12. Reaction SMILES: [CH2:1]([CH2:2][CH2:3][CH3:4])[Sn:5]([c:6]1[c:7](-[c:12]2[n:13][c:14]([C:22](=[O:23])[NH:24][CH3:25])[cH:15][c:16]3[cH:17][cH:18][cH:19][cH:20][c:21]23)[cH:8][cH:9][cH:10][cH:11]1)([CH2:26][CH2:27][CH2:28][CH3:29])[CH2:30][CH2:31][CH2:32][CH3:33].[F:36][CH2:37][CH2:38][CH2:39][Br:40].[H-:35].[Na+:34].[O:41]=[CH:42][N:43]([CH3:44])[CH3:45]>>[CH2:1]([CH2:2][CH2:3][CH3:4])[Sn:5]([c:6]1[c:7](-[c:12]2[n:13][c:14]([C:22](=[O:23])[N:24]([CH3:25])[CH2:39][CH2:38][CH2:37][F:36])[cH:15][c:16]3[cH:17][cH:18][cH:19][cH:20][c:21]23)[cH:8][cH:9][cH:10][cH:11]1)([CH2:26][CH2:27][CH2:28][CH3:29])[CH2:30][CH2:31][CH2:32][CH3:33]. The reactants are C(C1=CC=CC=C1)N(C1=NC=NC2=C1N=C(N=C2N2CCS(CC2)=O)Cl)CCCC (8-(N-benzyl-butylamino)-2-chloro-4-(1-oxido-thiomorpholino)-pyrimido-[5,4-d]-pyrimidine), N1CCNCC1 (piperazine). Yields the product C(C1=CC=CC=C1)N(C1=NC=NC2=C1N=C(N=C2N2CCS(CC2)=O)N2CCNCC2)CCCC (8-(N-Benzyl-butylamino)-4-(1-oxido-thiomorpholino)-2-piperazino-pyrimido-[5,4-d]-pyrimdine). As a reaction SMILES: [CH2:1]([N:8]([CH2:27][CH2:28][CH2:29][CH3:30])[C:9]1[C:14]2[N:15]=[C:16](Cl)[N:17]=[C:18]([N:19]3[CH2:24][CH2:23][S:22](=[O:25])[CH2:21][CH2:20]3)[C:13]=2[N:12]=[CH:11][N:10]=1)[C:2]1[CH:7]=[CH:6][CH:5]=[CH:4][CH:3]=1.[NH:31]1[CH2:36][CH2:35][NH:34][CH2:33][CH2:32]1>>[CH2:1]([N:8]([CH2:27][CH2:28][CH2:29][CH3:30])[C:9]1[C:14]2[N:15]=[C:16]([N:31]3[CH2:36][CH2:35][NH:34][CH2:33][CH2:32]3)[N:17]=[C:18]([N:19]3[CH2:24][CH2:23][S:22](=[O:25])[CH2:21][CH2:20]3)[C:13]=2[N:12]=[CH:11][N:10]=1)[C:2]1[CH:7]=[CH:6][CH:5]=[CH:4][CH:3]=1. Procedure details: This compound was prepared analogous to Example 118 from 8-(N-benzyl-butylamino)-2-chloro-4-(1-oxido-thiomorpholino)-pyrimido-[5,4-d]-pyrimidine (m.p.: 153°-155° C.) and piperazine. The reactants are N1(CCCCC1)CC=1C=NN(C1)OCCCN (3-(4-piperidinomethylpyrazol-1-yloxy)-propylamine), C(#N)N=C(SC)N(N=CC1=CC=CC=C1)C (methyl N-cyano-1-methyl-2-(phenylmethylene)-hydrazinecarboximidothioate), [OH-].[Na+] (sodium hydroxide). Solvent: Cl (hydrochloric acid). Conditions: temperature 70 celsius, time 1 hour. The product is CN1N=C(N=C1NCCCON1N=CC(=C1)CN1CCCCC1)N (1-Methyl-3-amino-5-[3-(4-piperidinomethylpyrazol-1-yloxy)propylamino]-1,2,4-triazole). Reaction SMILES: [N:1]1([CH2:7][C:8]2[CH:9]=[N:10][N:11]([O:13][CH2:14][CH2:15][CH2:16][NH2:17])[CH:12]=2)[CH2:6][CH2:5][CH2:4][CH2:3][CH2:2]1.[C:18]([N:20]=[C:21]([N:24]([CH3:33])[N:25]=CC1C=CC=CC=1)SC)#[N:19].[OH-].[Na+]>Cl>[CH3:33][N:24]1[C:21]([NH:17][CH2:16][CH2:15][CH2:14][O:13][N:11]2[CH:12]=[C:8]([CH2:7][N:1]3[CH2:6][CH2:5][CH2:4][CH2:3][CH2:2]3)[CH:9]=[N:10]2)=[N:20][C:18]([NH2:19])=[N:25]1 |f:2.3|. Procedure details: 5 g of 3-(4-piperidinomethylpyrazol-1-yloxy)-propylamine and 4.9 g of methyl N-cyano-1-methyl-2-(phenylmethylene)-hydrazinecarboximidothioate are combined, and heated at 70° C. for 1 hour. Thereafter, the reaction mixture is taken up with 40 ml of 1N hydrochloric acid, stirred for 1 hour at room temperature, rendered alkaline with sodium hydroxide solution and extracted with methylene chloride. The residue which remains after the solvent has been expelled is chromatographed over neutral Al2O3 (a... Starting materials: C1CCOC1, O=[N+]([O-])c1cc2c(Nc3ccc(F)c(Cl)c3)ncnc2cc1OCC(F)F. The product is Nc1cc2c(Nc3ccc(F)c(Cl)c3)ncnc2cc1OCC(F)F. Reaction SMILES: [CH2:28]1[O:29][CH2:30][CH2:31][CH2:32]1.[Cl:1][c:2]1[cH:3][c:4]([NH:9][c:10]2[n:11][cH:12][n:13][c:14]3[cH:15][c:16]([O:23][CH2:24][CH:25]([F:26])[F:27])[c:17]([N+:20]([O-:21])=[O:22])[cH:18][c:19]23)[cH:5][cH:6][c:7]1[F:8]>>[Cl:1][c:2]1[cH:3][c:4]([NH:9][c:10]2[n:11][cH:12][n:13][c:14]3[cH:15][c:16]([O:23][CH2:24][CH:25]([F:26])[F:27])[c:17]([NH2:20])[cH:18][c:19]23)[cH:5][cH:6][c:7]1[F:8]. Starting materials: C(C)(=O)N1N=CC=2C3=C(C=CC12)C(CC3)=O (3-acetyl-7,8-dihydrocyclopenta[e]indazol-6(3H) -one), [OH-].[Na+] (sodium hydroxide). The solvent is CO (methanol). Reaction conditions: time 1 hour. The product is C1=NNC=2C=CC3=C(C12)CCC3=O (7,8-dihydrocyclopenta[e]indazol-6(3H)-one). As a reaction SMILES: C([N:4]1[C:12]2[CH:11]=[CH:10][C:9]3[C:13](=[O:16])[CH2:14][CH2:15][C:8]=3[C:7]=2[CH:6]=[N:5]1)(=O)C.[OH-].[Na+]>CO>[CH:6]1[C:7]2[C:8]3[CH2:15][CH2:14][C:13](=[O:16])[C:9]=3[CH:10]=[CH:11][C:12]=2[NH:4][N:5]=1 |f:1.2|. Procedure details: To a suspension of 3-acetyl-7,8-dihydrocyclopenta[e]indazol-6(3H) -one (9.19 g, 42.9 mmol) in methanol (250 mL) was added 1N aqueous sodium hydroxide (55.6 mL, 55.6 mmol). The resulting brown solution was stirred at room temperature for 1 hour. The methanol was evaporated under vacuum and the residue was diluted with water (250 mL) and adjusted to pH 4 with 6N aqueous HCl. The resulting precipitate was isolated by filtration, washed thoroughly with water and dried under vacuum to give 7,8-dihydr... Starting materials: C(C(=O)Cl)(=O)Cl (oxalyl chloride), FC1=CC=CC=2C=3C(=CNC12)C(N(N3)C3=CC=C(C(=O)O)C=C3)=O (4-(6-Fluoro-3-oxo-3,5-dihydro-pyrazolo[4,3-c]quinolin-2-yl]-benzoic acid), CN(C=O)C (dimethyl formamide). Procedure details: To a suspension of finely ground 4-(6-Fluoro-3-oxo-3,5-dihydro-pyrazolo[4,3-c]quinolin-2-yl]-benzoic acid (1.1 g. 3.4 mmol) in dichloromethane (6 ml) was added oxalyl chloride (2.4 ml, 29 mmol) followed by a drop of dimethyl formamide. The mixture was stirred under nitrogen at 45° C. for 3 h. The solvent was removed in vacuum to yield 4-(6-Fluoro-3-oxo-3,5-dihydro-pyrazolo[4,3-c]quinolin-2-yl]-benzoyl chloride (1.15 g, quantitative) as a pale yellow solid that was used without further purificati... Isolated yield 99.0%. As a reaction SMILES: [F:1][C:2]1[C:11]2[NH:10][CH:9]=[C:8]3[C:12](=[O:24])[N:13]([C:15]4[CH:23]=[CH:22][C:18]([C:19](O)=[O:20])=[CH:17][CH:16]=4)[N:14]=[C:7]3[C:6]=2[CH:5]=[CH:4][CH:3]=1.C(Cl)(=O)C([Cl:28])=O.CN(C)C=O>ClCCl>[F:1][C:2]1[C:11]2[NH:10][CH:9]=[C:8]3[C:12](=[O:24])[N:13]([C:15]4[CH:23]=[CH:22][C:18]([C:19]([Cl:28])=[O:20])=[CH:17][CH:16]=4)[N:14]=[C:7]3[C:6]=2[CH:5]=[CH:4][CH:3]=1. Yields the product FC1=CC=CC=2C=3C(=CNC12)C(N(N3)C3=CC=C(C(=O)Cl)C=C3)=O (4-(6-Fluoro-3-oxo-3,5-dihydro-pyrazolo[4,3-c]quinolin-2-yl]-benzoyl chloride). Run in ClCCl (dichloromethane). Run at temperature 45 celsius, time 3 hour.